This data is from the Open Reaction Database (ORD), a public repository of structured organic reaction records. The task is: describe an organic reaction: reactants, conditions, products, and yield Yields the product CN1CCN(CC1)C(=O)C1CCN(CC1)C1=CC=C(C=C1)[N+](=O)[O-] ((4-Methyl-piperazin-1-yl)-[1-(4-nitro-phenyl)-piperidin-4-yl]-methanone), CN1CCN(CC1)C(=O)C1CN(CCC1)C1=CC=C(C=C1)[N+](=O)[O-] ((4-Methyl-piperazin-1-yl)-[1-(4-nitro-phenyl)-piperidin-3-yl]-methanone). Reported procedure: (4-Methyl-piperazin-1-yl)-[1-(4-nitro-phenyl)-piperidin-4-yl]-methanone was prepared in a similar manner as (4-Methyl-piperazin-1-yl)-[1-(4-nitro-phenyl)-piperidin-3-yl]-methanone of Example 443a after substituting 1-(4-Nitro-phenyl)-piperidine-4-carboxylic acid for 1-(4-Nitro-phenyl)-piperidine-3-carboxylic acid. (4-Methyl-piperazin-1-yl)-[1-(4-nitro-phenyl)-piperidin-3-yl]-methanone was isolated as a yellow solid from water (570 mg, 86%). LC: 100%; LC/MS (E/I+) 333.13 (M+H). Reactants: CN1CCN(CC1)C(=O)C1CN(CCC1)C1=CC=C(C=C1)[N+](=O)[O-] ((4-Methyl-piperazin-1-yl)-[1-(4-nitro-phenyl)-piperidin-3-yl]-methanone), [N+](=O)([O-])C1=CC=C(C=C1)N1CC(CCC1)C(=O)O (1-(4-Nitro-phenyl)-piperidine-3-carboxylic acid). Reaction SMILES: [CH3:1][N:2]1[CH2:7][CH2:6][N:5]([C:8]([CH:10]2[CH2:15][CH2:14][CH2:13][N:12]([C:16]3[CH:21]=[CH:20][C:19]([N+:22]([O-:24])=[O:23])=[CH:18][CH:17]=3)[CH2:11]2)=[O:9])[CH2:4][CH2:3]1.[N+:25]([C:28]1[CH:33]=[CH:32][C:31]([N:34]2[CH2:39][CH2:38][CH2:37][CH:36](C(O)=O)[CH2:35]2)=[CH:30][CH:29]=1)([O-:27])=[O:26]>O>[CH3:1][N:2]1[CH2:7][CH2:6][N:5]([C:8]([CH:37]2[CH2:36][CH2:35][N:34]([C:31]3[CH:30]=[CH:29][C:28]([N+:25]([O-:27])=[O:26])=[CH:33][CH:32]=3)[CH2:39][CH2:38]2)=[O:9])[CH2:4][CH2:3]1.[CH3:1][N:2]1[CH2:3][CH2:4][N:5]([C:8]([CH:10]2[CH2:15][CH2:14][CH2:13][N:12]([C:16]3[CH:21]=[CH:20][C:19]([N+:22]([O-:24])=[O:23])=[CH:18][CH:17]=3)[CH2:11]2)=[O:9])[CH2:6][CH2:7]1. The solvent is O (water).